Dataset: the Open Reaction Database (ORD), a public repository of structured organic reaction records. Task: describe an organic reaction: reactants, conditions, products, and yield Reactants: COC(CCNC(C1=CC=C(C=C1)O)=O)=O (3-(4-hydroxy-benzoylamino)-propionic acid methyl ester), ClCC1=C(C=C(C=C1)C1=CC=C(C=C1)C(F)(F)F)C (4-chloromethyl-3-methyl-4′-trifluoromethyl-biphenyl), C(=O)([O-])[O-].[Cs+].[Cs+] (Cs2CO3). The solvent is O (water), C(C)#N (acetonitrile). Run at time 12 hour. Product: COC(CCNC(C1=CC=C(C=C1)OCC1=C(C=C(C=C1)C1=CC=C(C=C1)C(F)(F)F)C)=O)=O (3-[4-(3-Methyl-4′-trifluoromethyl-biphenyl-4-ylmethoxy)-benzoylamino]-propionic acid methyl ester). Yield: 56.9%. RXN SMILES: [CH3:1][O:2][C:3](=[O:16])[CH2:4][CH2:5][NH:6][C:7](=[O:15])[C:8]1[CH:13]=[CH:12][C:11]([OH:14])=[CH:10][CH:9]=1.Cl[CH2:18][C:19]1[CH:24]=[CH:23][C:22]([C:25]2[CH:30]=[CH:29][C:28]([C:31]([F:34])([F:33])[F:32])=[CH:27][CH:26]=2)=[CH:21][C:20]=1[CH3:35].C([O-])([O-])=O.[Cs+].[Cs+]>C(#N)C.O>[CH3:1][O:2][C:3](=[O:16])[CH2:4][CH2:5][NH:6][C:7](=[O:15])[C:8]1[CH:9]=[CH:10][C:11]([O:14][CH2:18][C:19]2[CH:24]=[CH:23][C:22]([C:25]3[CH:30]=[CH:29][C:28]([C:31]([F:32])([F:33])[F:34])=[CH:27][CH:26]=3)=[CH:21][C:20]=2[CH3:35])=[CH:12][CH:13]=1 |f:2.3.4|. Procedure details: To a solution of 3-(4-hydroxy-benzoylamino)-propionic acid methyl ester (0.11 g, 0.49 mmol) and 4-chloromethyl-3-methyl-4′-trifluoromethyl-biphenyl (0.12 g, 0.41 mmol) in acetonitrile (4 mL) is added Cs2CO3 (0.20 g, 0.61 mmol). The mixture is stirred at RT for 12 h. The mixture is diluted with water and extracted with EtOAc. The organics are dried with MgSO4, and the crude material is purified by flash chromatography to yield 0.11 g (58%) of the title compound. Starting materials: C(CC(=O)OCC)(=O)OCC (diethyl malonate), ClC1=NC=C(C=C1Cl)C(F)(F)F (2,3-dichloro-5-(trifluoromethyl)pyridine), [H][H] (hydrogen), [H-].[Na+] (sodium hydride), oil. The solvent is CN(C=O)C (dimethylformamide), CN(C=O)C (dimethylformamide), C(C)OCC (diethyl ether), CN(C=O)C (dimethylformamide), C(C)OCC (diethyl ether), C(C)(=O)O (Acetic acid). Run at time 30 minute. The product is ClC=1C(=NC=C(C1)C(F)(F)F)C(C(=O)OCC)C(=O)OCC (Diethyl 2-(3-chloro-5-trifluoromethyl-2-pyridyl)malonate). As a reaction SMILES: [H-].[Na+].[C:3]([O:11][CH2:12][CH3:13])(=[O:10])[CH2:4][C:5]([O:7][CH2:8][CH3:9])=[O:6].Cl[C:15]1[C:20]([Cl:21])=[CH:19][C:18]([C:22]([F:25])([F:24])[F:23])=[CH:17][N:16]=1.[H][H]>CN(C)C=O.C(OCC)C.C(O)(=O)C>[Cl:21][C:20]1[C:15]([CH:4]([C:5]([O:7][CH2:8][CH3:9])=[O:6])[C:3]([O:11][CH2:12][CH3:13])=[O:10])=[N:16][CH:17]=[C:18]([C:22]([F:24])([F:23])[F:25])[CH:19]=1 |f:0.1|. Procedure details: To a suspension of 60% sodium hydride in mineral oil (5.28 g) in dry dimethylformamide (50 ml) at 0° C. was added a solution of diethyl malonate (10 ml) in dry dimethylformamide (25 ml) and the mixture was stirred for 30 minutes. A solution of 2,3-dichloro-5-(trifluoromethyl)pyridine (9.8 ml) in dry dimethylformamide (10 ml) was added dropwise and the mixture warmed with stirring to 22° C. over 18 hours. Acetic acid (7.5 ml) in diethyl ether (20 ml) was added dropwise and the mixture was stirred... Reactants: [Br-], CCC(=O)Cl, ClCCl, CCC(=O)OC1C([N+]2(C)CCCCC2)CC2C3CCC4CC(O)C(N5CCOCC5)CC4(C)C3CCC21C. The product is [Br-], CCC(=O)OC1CC2CCC3C(CCC4(C)C3CC([N+]3(C)CCCCC3)C4OC(=O)CC)C2(C)CC1N1CCOCC1. As a reaction SMILES: [Br-:6].[C:1]([CH2:2][CH3:3])(=[O:4])[Cl:5].[Cl:45][CH2:46][Cl:47].[OH:7][CH:8]1[CH2:9][CH:10]2[CH2:11][CH2:12][CH:13]3[CH:14]4[CH2:15][CH:16]([N+:38]5([CH3:44])[CH2:39][CH2:40][CH2:41][CH2:42][CH2:43]5)[CH:17]([O:33][C:34]([CH2:35][CH3:36])=[O:37])[C:18]4([CH3:19])[CH2:20][CH2:21][CH:22]3[C:23]2([CH3:32])[CH2:24][CH:25]1[N:26]1[CH2:27][CH2:28][O:29][CH2:30][CH2:31]1>>[Br-:6].[C:1]([CH2:2][CH3:3])(=[O:4])[O:7][CH:8]1[CH2:9][CH:10]2[CH2:11][CH2:12][CH:13]3[CH:14]4[CH2:15][CH:16]([N+:38]5([CH3:44])[CH2:39][CH2:40][CH2:41][CH2:42][CH2:43]5)[CH:17]([O:33][C:34]([CH2:35][CH3:36])=[O:37])[C:18]4([CH3:19])[CH2:20][CH2:21][CH:22]3[C:23]2([CH3:32])[CH2:24][CH:25]1[N:26]1[CH2:27][CH2:28][O:29][CH2:30][CH2:31]1. Product: CC(=O)c1cc(-c2ccc(S(C)(=O)=O)cc2)c(-c2ccc(F)cc2)s1. Reaction SMILES: [CH3:23][C:24]([Cl:25])=[O:26].[Cl-:33].[Cl-:35].[Cl-:36].[Cl-:37].[F:1][c:2]1[cH:3][cH:4][c:5](-[c:8]2[s:9][cH:10][cH:11][c:12]2-[c:13]2[cH:14][cH:15][c:16]([S:19](=[O:20])(=[O:21])[CH3:22])[cH:17][cH:18]2)[cH:6][cH:7]1.[Ti+4:34].[cH:27]1[cH:28][cH:29][cH:30][cH:31][cH:32]1>>[F:1][c:2]1[cH:3][cH:4][c:5](-[c:8]2[s:9][c:10]([C:24]([CH3:23])=[O:26])[cH:11][c:12]2-[c:13]2[cH:14][cH:15][c:16]([S:19](=[O:20])(=[O:21])[CH3:22])[cH:17][cH:18]2)[cH:6][cH:7]1. Starting materials: CC(=O)Cl, [Cl-], [Cl-], [Cl-], [Cl-], CS(=O)(=O)c1ccc(-c2ccsc2-c2ccc(F)cc2)cc1, [Ti+4], c1ccccc1. The reactants are CCCCCCC (heptane), ClC(C(=O)[O-])(F)F.[Na+] (sodium chlorodifluoroacetate), C1(=CC=CC=C1)P(C1=CC=CC=C1)C1=CC=CC=C1 (triphenylphosphine), C(CCCC)[C@@H]1CC[C@H](CC1)[C@@H]1CC[C@H](CC1)C(C)=O (1-(trans-4-(trans-4-pentylcyclohexyl)-cyclohexyl)acetaldehyde). Run in CN(C)C=O (DMF), CN(C)C=O (DMF). Run at temperature 80 celsius. Product: FC(=CC[C@@H]1CC[C@H](CC1)[C@@H]1CC[C@H](CC1)CCCCC)F (1,1-difluoro-3-(trans-4-(trans-4-pentylcyclohexyl)cyclohexyl)-1-propene). Isolated yield 83.7%. Reaction SMILES: Cl[C:2]([F:7])([F:6])[C:3]([O-])=O.[Na+].C1(P(C2C=CC=CC=2)C2C=CC=CC=2)C=CC=CC=1.[CH2:28]([C@H:33]1[CH2:38][CH2:37][C@H:36]([C@H:39]2[CH2:44][CH2:43][C@H:42]([C:45](=O)C)[CH2:41][CH2:40]2)[CH2:35][CH2:34]1)[CH2:29][CH2:30][CH2:31][CH3:32].CCCCCCC>CN(C=O)C>[F:6][C:2]([F:7])=[CH:3][CH2:45][C@H:42]1[CH2:43][CH2:44][C@H:39]([C@H:36]2[CH2:37][CH2:38][C@H:33]([CH2:28][CH2:29][CH2:30][CH2:31][CH3:32])[CH2:34][CH2:35]2)[CH2:40][CH2:41]1 |f:0.1|. Procedure: A nitrogen-purged 1-L three-neck flask equipped with a stirrer, a thermometer and a dropping funnel was charged with 16.4 g (107.7 mmol) of sodium chlorodifluoroacetate, 28.3 g (107.7 mmol) of triphenylphosphine and 200 ml of DMF, and the mixture was heated up to 80° C. while stirring. A solution of 15.0 g (53.9 mmol) of 1-(trans-4-(trans-4-pentylcyclohexyl)-cyclohexyl)acetaldehyde dissolved in 100 ml of DMF was added dropwise at 80 to 110° C., and the solution was stirred at 100° C. for 2 hours... The reactants are O=C([O-])[O-], CN(C)C=O, N#Cc1cc(Cl)ccc1[N+](=O)[O-], [K+], [K+], O, Sc1ccc2ccccc2c1, c1ccncc1. The product is N#Cc1cc(Sc2ccc3ccccc3c2)ccc1[N+](=O)[O-]. Reaction SMILES: [C:24](=[O:25])([O-:26])[O-:27].[CH3:36][N:37]([CH3:38])[CH:39]=[O:40].[Cl:1][c:2]1[cH:3][cH:4][c:5]([N+:10](=[O:11])[O-:12])[c:6]([C:7]#[N:8])[cH:9]1.[K+:28].[K+:29].[OH2:41].[cH:13]1[c:14]([SH:23])[cH:15][cH:16][c:17]2[cH:18][cH:19][cH:20][cH:21][c:22]12.[cH:30]1[cH:31][cH:32][n:33][cH:34][cH:35]1>>[c:2]1([S:23][c:14]2[cH:13][c:22]3[c:17]([cH:16][cH:15]2)[cH:18][cH:19][cH:20][cH:21]3)[cH:3][cH:4][c:5]([N+:10](=[O:11])[O-:12])[c:6]([C:7]#[N:8])[cH:9]1. Reactants: Clc1ccc(Br)cc1, CC(=O)[O-], CC(=O)[O-], CC(=O)C(C)(C)C, CC(C)(C)[O-], Cc1ccccc1, [Cl-], [NH4+], [Na+], [Pd+2]. The product is CC(C)(C)C(=O)Cc1ccc(Cl)cc1. Reaction SMILES: [Br:7][c:8]1[cH:9][cH:10][c:11]([Cl:14])[cH:12][cH:13]1.[C:31]([O-:32])(=[O:33])[CH3:34].[C:36]([O-:37])(=[O:38])[CH3:39].[CH3:15][C:16]([C:17]([CH3:18])([CH3:19])[CH3:20])=[O:21].[CH3:1][C:2]([CH3:3])([O-:4])[CH3:5].[CH3:24][c:25]1[cH:26][cH:27][cH:28][cH:29][cH:30]1.[Cl-:22].[NH4+:23].[Na+:6].[Pd+2:35]>>[c:8]1([CH2:15][C:16]([C:17]([CH3:18])([CH3:19])[CH3:20])=[O:21])[cH:9][cH:10][c:11]([Cl:14])[cH:12][cH:13]1. Reactants: ClC1=CC=C(C=C1)C1=CC(=NO1)C1=C(C(=O)OC)C=CC=C1 (methyl 2-[5-(4-chlorophenyl)3-isoxazolyl]benzoate), Cl (HCl), C(C)(=O)O (acetic acid). Run in O (water). Yields the product ClC1=CC=C(C=C1)C1=CC(=NO1)C1=C(C(=O)O)C=CC=C1 (2-[5-(4-Chlorophenyl)-3-Isoxazolyl]Benzoic Acid). Isolated yield 95.3%. Reaction SMILES: [Cl:1][C:2]1[CH:7]=[CH:6][C:5]([C:8]2[O:12][N:11]=[C:10]([C:13]3[CH:22]=[CH:21][CH:20]=[CH:19][C:14]=3[C:15]([O:17]C)=[O:16])[CH:9]=2)=[CH:4][CH:3]=1.Cl.C(O)(=O)C>O>[Cl:1][C:2]1[CH:3]=[CH:4][C:5]([C:8]2[O:12][N:11]=[C:10]([C:13]3[CH:22]=[CH:21][CH:20]=[CH:19][C:14]=3[C:15]([OH:17])=[O:16])[CH:9]=2)=[CH:6][CH:7]=1. Reported procedure: A mixture of 2.8 g of methyl 2-[5-(4-chlorophenyl)3-isoxazolyl]benzoate, 12 ml of concentrated HCl, and 14 ml of acetic acid was held at reflux for 4 hours, cooled, diluted with water, and filtered to give 2.55 g (95%) of white solid, mp 174-176° C. Recrystallization of the solid gave 2.18 g of solid, mp 175.5-177.5° C.